This data is from the Open Reaction Database (ORD), a public repository of structured organic reaction records. The task is: describe an organic reaction: reactants, conditions, products, and yield Reactants: ClC1=NC(=C2N=C(N(C2=N1)C)CN1CCC(CC1)C(C)(C)O)N1CCOCC1 (2-(1-((2-chloro-9-methyl-6-morpholino-9H-purin-8-yl)methyl)piperidin-4-yl)propan-2-ol), C=1(C(=CC=CC1)N)N (benzene-1,2-diamine), C(C(O)C)(=O)O (lactic acid). Yields the product O[C@@H](C)C1=NC2=C(N1C1=NC(=C3N=C(N(C3=N1)C)CN1CCC(CC1)C(C)(C)O)N1CCOCC1)C=CC=C2 ((S)-2-(1-((2-(2-(1-hydroxyethyl)-1H-benzo[d]imidazol-1-yl)-9-methyl-6-morpholino-9H-purin-8-yl)methyl)piperidin-4-yl)propan-2-ol). As a reaction SMILES: Cl[C:2]1[N:10]=[C:9]2[C:5]([N:6]=[C:7]([CH2:12][N:13]3[CH2:18][CH2:17][CH:16]([C:19]([OH:22])([CH3:21])[CH3:20])[CH2:15][CH2:14]3)[N:8]2[CH3:11])=[C:4]([N:23]2[CH2:28][CH2:27][O:26][CH2:25][CH2:24]2)[N:3]=1.[C:29]1([NH2:36])[C:30]([NH2:35])=[CH:31][CH:32]=[CH:33][CH:34]=1.[C:37](O)(=O)[CH:38]([CH3:40])[OH:39]>>[OH:39][C@H:38]([C:40]1[N:36]([C:2]2[N:10]=[C:9]3[C:5]([N:6]=[C:7]([CH2:12][N:13]4[CH2:18][CH2:17][CH:16]([C:19]([OH:22])([CH3:20])[CH3:21])[CH2:15][CH2:14]4)[N:8]3[CH3:11])=[C:4]([N:23]3[CH2:28][CH2:27][O:26][CH2:25][CH2:24]3)[N:3]=2)[C:29]2[CH:34]=[CH:33][CH:32]=[CH:31][C:30]=2[N:35]=1)[CH3:37]. Procedure details: Following the procedures for 157 and General Procedure J, 2-(1-((2-chloro-9-methyl-6-morpholino-9H-purin-8-yl)methyl)piperidin-4-yl)propan-2-ol (1.21 g, 2.96 mmol) and benzene-1,2-diamine were reacted followed by condensation with lactic acid to give a racemic mixture. The enantiomers were separated by SFC to give 199. LCMS m/z: 535.3 (MH+) Reactants: COc1ccc(Nc2ncc(C(C)NC(=O)C3CCOCC3)nn2)cc1, Cn1cc(C(=O)O)c2ccccc21, COc1ccc(Nc2ncc(C(C)N)nn2)cc1. Product: COc1ccc(Nc2ncc(C(C)NC(=O)c3cn(C)c4ccccc34)nn2)cc1. As a reaction SMILES: [CH3:1][O:2][c:3]1[cH:4][cH:5][c:6]([NH:7][c:8]2[n:9][n:10][c:11]([CH:12]([NH:13][C:14]([CH:15]3[CH2:16][CH2:17][O:18][CH2:19][CH2:20]3)=[O:21])[CH3:22])[cH:23][n:24]2)[cH:25][cH:26]1.[CH3:45][n:46]1[cH:47][c:48]([C:55](=[O:56])[OH:57])[c:49]2[cH:50][cH:51][cH:52][cH:53][c:54]12.[NH2:27][CH:28]([CH3:29])[c:30]1[cH:31][n:32][c:33]([NH:36][c:37]2[cH:38][cH:39][c:40]([O:43][CH3:44])[cH:41][cH:42]2)[n:34][n:35]1>>[NH:27]([CH:28]([CH3:29])[c:30]1[cH:31][n:32][c:33]([NH:36][c:37]2[cH:38][cH:39][c:40]([O:43][CH3:44])[cH:41][cH:42]2)[n:34][n:35]1)[C:55]([c:48]1[cH:47][n:46]([CH3:45])[c:54]2[c:49]1[cH:50][cH:51][cH:52][cH:53]2)=[O:56]. Starting materials: O=C([O-])[O-], CCOC(=O)c1ccc(F)cc1, Cc1ncccc1O, [K+], [K+], CN(C)C=O. Product: CCOC(=O)c1ccc(Oc2cccnc2C)cc1. Reaction SMILES: [C:21](=[O:22])([O-:23])[O-:24].[CH2:1]([CH3:2])[O:3][C:4]([c:5]1[cH:6][cH:7][c:8]([F:11])[cH:9][cH:10]1)=[O:12].[CH3:13][c:14]1[n:15][cH:16][cH:17][cH:18][c:19]1[OH:20].[K+:25].[K+:26].[O:27]=[CH:28][N:29]([CH3:30])[CH3:31]>>[CH2:1]([CH3:2])[O:3][C:4]([c:5]1[cH:6][cH:7][c:8]([O:20][c:19]2[c:14]([CH3:13])[n:15][cH:16][cH:17][cH:18]2)[cH:9][cH:10]1)=[O:12]. The reactants are C(=O)(OC(C)(C)C)N1[C@H](CCC[C@@H]1C=CC)C (trans-N-Boc-2-methyl-6-(1-propenyl)piperidine). Solvent: FC(C(=O)O)(F)F (trifloroacetic acid), ClCCl (dichloromethane). Product: C[C@@H]1N[C@H](CCC1)C=CC (trans-2-methyl-6-(1-propenyl)piperidine). Reaction SMILES: C([N:8]1[C@@H:13]([CH:14]=[CH:15][CH3:16])[CH2:12][CH2:11][CH2:10][C@@H:9]1[CH3:17])(OC(C)(C)C)=O>FC(F)(F)C(O)=O.ClCCl>[CH3:17][C@H:9]1[CH2:10][CH2:11][CH2:12][C@H:13]([CH:14]=[CH:15][CH3:16])[NH:8]1. Procedure: To a stirred solution of trans-N-Boc-2-methyl-6-(1-propenyl)piperidine (1.80 g, 7.65 mmol) in 15% trifloroacetic acid (38 mL) in dichloromethane was stirred for 2 h at room temperature, and the reaction mixture was quenched with 90 mL saturated NaHCO3 solution. The mixture was extracted with ether *5 and the combined extracts were dried over K2CO3 and then concentrated to give trans-2-methyl-6-(1-propenyl)piperidine as an oil. The crude oil was immediately dissolved in a small amount of ether, a... Starting materials: COc1ccc(Cl)cc1C(=O)N=c1sc(C(C)(C)C)cn1CC1(O)CC1, CC(=O)OC(C)=O, CN(C)c1ccncc1, c1ccncc1. Product: COc1ccc(Cl)cc1C(=O)N=c1sc(C(C)(C)C)cn1CC1(OC(C)=O)CC1. Reaction SMILES: [C:1]([CH3:2])([CH3:3])([CH3:4])[c:5]1[cH:6][n:7]([CH2:22][C:23]2([OH:26])[CH2:24][CH2:25]2)[c:8](=[N:10][C:11]([c:12]2[c:13]([O:19][CH3:20])[cH:14][cH:15][c:16]([Cl:18])[cH:17]2)=[O:21])[s:9]1.[CH3:27][C:28](=[O:29])[O:30][C:31](=[O:32])[CH3:33].[CH3:34][N:35]([CH3:36])[c:37]1[cH:38][cH:39][n:40][cH:41][cH:42]1.[cH:43]1[cH:44][cH:45][n:46][cH:47][cH:48]1>>[C:1]([CH3:2])([CH3:3])([CH3:4])[c:5]1[cH:6][n:7]([CH2:22][C:23]2([O:26][C:28]([CH3:27])=[O:29])[CH2:24][CH2:25]2)[c:8](=[N:10][C:11]([c:12]2[c:13]([O:19][CH3:20])[cH:14][cH:15][c:16]([Cl:18])[cH:17]2)=[O:21])[s:9]1. Run at temperature 0 celsius, time 30 minute. Isolated yield 14.5%. RXN SMILES: [CH2:1]([C:3]1[CH:9]=[CH:8][C:6]([NH2:7])=[C:5]([N+:10]([O-:12])=[O:11])[CH:4]=1)[CH3:2].[Cl:13]N1C(=O)CCC1=O.C(Cl)(Cl)Cl.CCCCCC>CN(C=O)C>[Cl:13][C:8]1[C:6]([NH2:7])=[C:5]([N+:10]([O-:12])=[O:11])[CH:4]=[C:3]([CH2:1][CH3:2])[CH:9]=1 |f:2.3|. Reactants: C(C)C1=CC(=C(N)C=C1)[N+](=O)[O-] (4-ethyl-2-nitroaniline), ClN1C(CCC1=O)=O (N-chlorosuccinimide), C(Cl)(Cl)Cl.CCCCCC (CHCl3 hexane). The product is ClC1=CC(=CC(=C1N)[N+](=O)[O-])CC (6-Chloro-4-ethyl-2-nitroaniline). The solvent is CN(C)C=O (DMF). Reported procedure: To a stirred solution of 4-ethyl-2-nitroaniline (26.3 g, Example 13a) in DMF (100 ml) at -25° C. was added N-chlorosuccinimide (25.4 g) in portions. The mixture was stirred for 1 h at 0° C. and 30 minutes at ambient temperature before evaporation of the solvent under vacuum. Addition of CHCl3 /hexane (1:1) to the residue followed by filtration removed crystalline succinimide. 6-Chloro-4-ethyl-2-nitroaniline (4.6 g) was isolated from the filtrate after chromatography on silica. δ (360 MHz, CDCl3)... Starting materials: CC(C)(C)OC(=O)N1CCC(N)CC1, COC(=O)c1cc(Cl)nc(Cl)n1, CN(C)C=O. Reaction SMILES: [C:13]([CH3:14])([CH3:15])([CH3:16])[O:17][C:18](=[O:19])[N:20]1[CH2:21][CH2:22][CH:23]([NH2:26])[CH2:24][CH2:25]1.[CH3:1][O:2][C:3](=[O:4])[c:5]1[n:6][c:7]([Cl:12])[n:8][c:9]([Cl:11])[cH:10]1.[O:27]=[CH:28][N:29]([CH3:30])[CH3:31]>>[CH3:1][O:2][C:3](=[O:4])[c:5]1[n:6][c:7]([Cl:12])[n:8][c:9]([NH:26][CH:23]2[CH2:22][CH2:21][N:20]([C:18]([O:17][C:13]([CH3:14])([CH3:15])[CH3:16])=[O:19])[CH2:25][CH2:24]2)[cH:10]1. Product: COC(=O)c1cc(NC2CCN(C(=O)OC(C)(C)C)CC2)nc(Cl)n1. Starting materials: FC1=C(C=CC(=C1)C(F)(F)F)N1C(OC(C1C(C)C)=O)=O (3-(2-Fluoro-4-trifluoromethylphenyl)-4-isopropyloxazolidine-2,5-dione), C1(=CC=CC=C1)O (phenol). Reaction SMILES: [F:1][C:2]1[CH:7]=[C:6]([C:8]([F:11])([F:10])[F:9])[CH:5]=[CH:4][C:3]=1[N:12]1[CH:16]([CH:17]([CH3:19])[CH3:18])[C:15](=[O:20])[O:14]C1=O.C1(O)C=CC=CC=1>>[F:1][C:2]1[CH:7]=[C:6]([C:8]([F:11])([F:10])[F:9])[CH:5]=[CH:4][C:3]=1[NH:12][C@H:16]([C:15]([OH:20])=[O:14])[CH:17]([CH3:19])[CH3:18]. Procedure: 3-(2-Fluoro-4-trifluoromethylphenyl)-4-isopropyloxazolidine-2,5-dione is reacted with phenol using the procedure of Example 75 to give the phenyl ester of N-(2-fluoro-4-trifluoromethylphenyl)valine, which is reacted with NaHS using the method of Hirakayaski et al., Bull. Chem. Soc. Japan 38, 320 (1965) to give the sodium salt of the thioacid. ##STR27## Product: phenyl ester, FC1=C(C=CC(=C1)C(F)(F)F)N[C@@H](C(C)C)C(=O)O (N-(2-fluoro-4-trifluoromethylphenyl)valine). Reactants: COc1ccc2c(c1)CC(NC1CCN(Cc3ccccc3)CC1)CC2, CCC=O, CC(Cl)Cl. Product: CCCN(C1CCN(Cc2ccccc2)CC1)C1CCc2ccc(OC)cc2C1. Reaction SMILES: [CH2:1]([c:2]1[cH:3][cH:4][cH:5][cH:6][cH:7]1)[N:8]1[CH2:9][CH2:10][CH:11]([NH:14][CH:15]2[CH2:16][c:17]3[cH:18][c:19]([O:25][CH3:26])[cH:20][cH:21][c:22]3[CH2:23][CH2:24]2)[CH2:12][CH2:13]1.[CH:27]([CH2:28][CH3:29])=[O:30].[Cl:31][CH:32]([Cl:33])[CH3:34]>>[CH2:1]([c:2]1[cH:3][cH:4][cH:5][cH:6][cH:7]1)[N:8]1[CH2:9][CH2:10][CH:11]([N:14]([CH:15]2[CH2:16][c:17]3[cH:18][c:19]([O:25][CH3:26])[cH:20][cH:21][c:22]3[CH2:23][CH2:24]2)[CH2:27][CH2:28][CH3:29])[CH2:12][CH2:13]1.